From a dataset of the Open Reaction Database (ORD), a public repository of structured organic reaction records. describe an organic reaction: reactants, conditions, products, and yield Reactants: CC(C)[Si](C(C)C)(C(C)C)n1cc(Br)c2ccccc21, C1CCNCC1, C1CCOC1, C[Si](C)(C)[N-][Si](C)(C)C, ClC(Cl)Cl, [Li+], O=C(C=Cc1ccccc1)C=Cc1ccccc1, O=C(C=Cc1ccccc1)C=Cc1ccccc1, O=C(C=Cc1ccccc1)C=Cc1ccccc1, [Pd], [Pd]. Product: CC(C)[Si](C(C)C)(C(C)C)n1cc(N2CCCCC2)c2ccccc21. Reaction SMILES: [Br:17][c:18]1[cH:19][n:20]([Si:27]([CH:28]([CH3:29])[CH3:30])([CH:31]([CH3:32])[CH3:33])[CH:34]([CH3:35])[CH3:36])[c:21]2[cH:22][cH:23][cH:24][cH:25][c:26]12.[CH2:1]1[CH2:2][CH2:3][NH:4][CH2:5][CH2:6]1.[CH2:37]1[O:38][CH2:39][CH2:40][CH2:41]1.[CH3:7][Si:8]([N-:9][Si:10]([CH3:11])([CH3:12])[CH3:13])([CH3:14])[CH3:15].[Cl:98][CH:99]([Cl:100])[Cl:101].[Li+:16].[O:44]=[C:45]([CH:46]=[CH:47][c:48]1[cH:49][cH:50][cH:51][cH:52][cH:53]1)[CH:54]=[CH:55][c:56]1[cH:57][cH:58][cH:59][cH:60][cH:61]1.[O:62]=[C:63]([CH:64]=[CH:65][c:66]1[cH:67][cH:68][cH:69][cH:70][cH:71]1)[CH:72]=[CH:73][c:74]1[cH:75][cH:76][cH:77][cH:78][cH:79]1.[O:80]=[C:81]([CH:82]=[CH:83][c:84]1[cH:85][cH:86][cH:87][cH:88][cH:89]1)[CH:90]=[CH:91][c:92]1[cH:93][cH:94][cH:95][cH:96][cH:97]1.[Pd:42].[Pd:43]>>[CH2:1]1[CH2:2][CH2:3][N:4]([c:18]2[cH:19][n:20]([Si:27]([CH:28]([CH3:29])[CH3:30])([CH:31]([CH3:32])[CH3:33])[CH:34]([CH3:35])[CH3:36])[c:21]3[cH:22][cH:23][cH:24][cH:25][c:26]23)[CH2:5][CH2:6]1.